Dataset: the Open Reaction Database (ORD), a public repository of structured organic reaction records. Task: describe an organic reaction: reactants, conditions, products, and yield Reactants: O=[N+]([O-])c1cc(Cl)ccc1Br, O=C([O-])[O-], [Na+], [Na+], CN(C)C=O, O, Oc1ccccc1. Product: O=[N+]([O-])c1cc(Cl)ccc1Oc1ccccc1. Reaction SMILES: [Br:6][c:7]1[c:8]([N+:14](=[O:15])[O-:16])[cH:9][c:10]([Cl:13])[cH:11][cH:12]1.[C:24](=[O:25])([O-:26])[O-:27].[Na+:28].[Na+:29].[O:1]=[CH:2][N:3]([CH3:4])[CH3:5].[OH2:30].[OH:17][c:18]1[cH:19][cH:20][cH:21][cH:22][cH:23]1>>[c:7]1([O:17][c:18]2[cH:19][cH:20][cH:21][cH:22][cH:23]2)[c:8]([N+:14](=[O:15])[O-:16])[cH:9][c:10]([Cl:13])[cH:11][cH:12]1. The reactants are Cl (HCl), FC(C(O)C1=C(C=CC=C1)C=1C=CC(=NC1)C#N)(F)F (5-[2-(2,2,2-trifluoro-1-hydroxy-ethyl)-phenyl]-pyridine-2-carbonitrile), NC1=NC(=CC(=N1)C1=CC=C(C=C1)C[C@@H](C(=O)O)NC(=O)OC(C)(C)C)Cl ((S)-3-[4-(2-amino-6-chloro-pyrimidin-4-yl)-phenyl]-2-tert-butoxycarbonylamino-propionic acid), C([O-])([O-])=O.[Cs+].[Cs+] (cesium carbonate). The solvent is O1CCOCC1 (1,4-dioxane), O (water). Reaction conditions: temperature 110 celsius. Yields the product NC1=NC(=CC(=N1)C1=CC=C(C=C1)C[C@@H](C(=O)O)NC(=O)OC(C)(C)C)OC(C(F)(F)F)C1=C(C=CC=C1)C=1C=NC(=CC1)C#N ((S)-3-[4-(2-amino-6-{1-[2-(6-cyanopyridin-3-yl)-phenyl]-2,2,2-trifluoro-ethoxy}-pyrimidin-4-yl)-phenyl]-2-tert-butoxycarbonylamino-propionic acid). Isolated yield 84.0%. As a reaction SMILES: [F:1][C:2]([F:20])([F:19])[CH:3]([C:5]1[CH:10]=[CH:9][CH:8]=[CH:7][C:6]=1[C:11]1[CH:12]=[CH:13][C:14]([C:17]#[N:18])=[N:15][CH:16]=1)[OH:4].[NH2:21][C:22]1[N:27]=[C:26]([C:28]2[CH:33]=[CH:32][C:31]([CH2:34][C@H:35]([NH:39][C:40]([O:42][C:43]([CH3:46])([CH3:45])[CH3:44])=[O:41])[C:36]([OH:38])=[O:37])=[CH:30][CH:29]=2)[CH:25]=[C:24](Cl)[N:23]=1.C(=O)([O-])[O-].[Cs+].[Cs+].Cl>O.O1CCOCC1>[NH2:21][C:22]1[N:27]=[C:26]([C:28]2[CH:33]=[CH:32][C:31]([CH2:34][C@H:35]([NH:39][C:40]([O:42][C:43]([CH3:46])([CH3:45])[CH3:44])=[O:41])[C:36]([OH:38])=[O:37])=[CH:30][CH:29]=2)[CH:25]=[C:24]([O:4][CH:3]([C:5]2[CH:10]=[CH:9][CH:8]=[CH:7][C:6]=2[C:11]2[CH:16]=[N:15][C:14]([C:17]#[N:18])=[CH:13][CH:12]=2)[C:2]([F:1])([F:19])[F:20])[N:23]=1 |f:2.3.4|. Procedure: A mixture of 5-[2-(2,2,2-trifluoro-1-hydroxy-ethyl)-phenyl]-pyridine-2-carbonitrile (46 mg, 0.165 mmol), (S)-3-[4-(2-amino-6-chloro-pyrimidin-4-yl)-phenyl]-2-tert-butoxycarbonylamino-propionic acid (59 mg, 0.15 mmol), cesium carbonate (195 mg, 0.6 mmol) and 1,4-dioxane (1 ml) was heated at 110° C. overnight. The reaction mixture was cooled to room temperature, then was poured into 5 ml of water. 1N HCl was added to adjust pH to 4.5, the aqueous phase was extracted with ethyl acetate (3×10 ml). T...